Dataset: the Open Reaction Database (ORD), a public repository of structured organic reaction records. Task: describe an organic reaction: reactants, conditions, products, and yield Reactants: C, CO, O=C[O-], O=C(O)c1cc(Cl)cc2cc(-c3ccccc3)oc12, [NH4+], [Pd]. The product is O=C(O)c1cccc2cc(-c3ccccc3)oc12. As a reaction SMILES: [C:26].[CH3:24][OH:25].[CH:20]([O-:21])=[O:22].[Cl:1][c:2]1[cH:3][c:4]([C:17](=[O:18])[OH:19])[c:5]2[c:6]([cH:7][c:8](-[c:10]3[cH:11][cH:12][cH:13][cH:14][cH:15]3)[o:9]2)[cH:16]1.[NH4+:23].[Pd:27]>>[cH:2]1[cH:3][c:4]([C:17](=[O:18])[OH:19])[c:5]2[c:6]([cH:7][c:8](-[c:10]3[cH:11][cH:12][cH:13][cH:14][cH:15]3)[o:9]2)[cH:16]1. The reactants are NC1CCCC(CNC(=O)OCc2ccccc2)C1, CCN=C=NCCCN(C)C, CN(C)C=O, CCN(C(C)C)C(C)C, Cc1onc(-c2cccnc2Cl)c1C(=O)O, Cl, On1nnc2cccnc21. Yields the product Cc1onc(-c2cccnc2Cl)c1C(=O)NC1CCCC(CNC(=O)OCc2ccccc2)C1. RXN SMILES: [CH2:17]([c:18]1[cH:19][cH:20][cH:21][cH:22][cH:23]1)[O:24][C:25]([NH:26][CH2:27][CH:28]1[CH2:29][CH:30]([NH2:34])[CH2:31][CH2:32][CH2:33]1)=[O:35].[CH3:37][N:38]([CH3:39])[CH2:40][CH2:41][CH2:42][N:43]=[C:44]=[N:45][CH2:46][CH3:47].[CH3:67][N:68]([CH3:69])[CH:70]=[O:71].[CH:58]([N:59]([CH2:60][CH3:61])[CH:62]([CH3:63])[CH3:64])([CH3:65])[CH3:66].[Cl:1][c:2]1[n:3][cH:4][cH:5][cH:6][c:7]1-[c:8]1[n:9][o:10][c:11]([CH3:16])[c:12]1[C:13](=[O:14])[OH:15].[ClH:36].[OH:48][n:49]1[c:50]2[n:51][cH:52][cH:53][cH:54][c:55]2[n:56][n:57]1>>[Cl:1][c:2]1[n:3][cH:4][cH:5][cH:6][c:7]1-[c:8]1[n:9][o:10][c:11]([CH3:16])[c:12]1[C:13](=[O:15])[NH:34][CH:30]1[CH2:29][CH:28]([CH2:27][NH:26][C:25]([O:24][CH2:17][c:18]2[cH:19][cH:20][cH:21][cH:22][cH:23]2)=[O:35])[CH2:33][CH2:32][CH2:31]1. The reactants are C1(=C(C(=C(C(=C1F)F)F)N)F)N.Cl.Cl (dihydrochloride), COC(C(CCSC)NC1=CC=C(C=C1)[N+](=O)[O-])=O (4-methylsulfanyl-2-(4-nitrophenylamino)butyric acid methyl ester). The reagents and catalysts are [Zn].[Cl-].[NH4+].O.C(C)O (zinc ammonium chloride water ethanol). Product: Cl.Cl.COC(C(CCSC)NC1=CC=C(C=C1)N)=O (2-(4-aminophenylamino)-4-methylsulfanylbutyric acid methyl ester dihydrochloride). RXN SMILES: [CH3:1][O:2][C:3](=[O:19])[CH:4]([NH:9][C:10]1[CH:15]=[CH:14][C:13]([N+:16]([O-])=O)=[CH:12][CH:11]=1)[CH2:5][CH2:6][S:7][CH3:8].C1(N)C(F)=C(F)C(F)=C(N)C=1F.[ClH:32].Cl>[Zn].[Cl-].[NH4+].O.C(O)C>[ClH:32].[ClH:32].[CH3:1][O:2][C:3](=[O:19])[CH:4]([NH:9][C:10]1[CH:11]=[CH:12][C:13]([NH2:16])=[CH:14][CH:15]=1)[CH2:5][CH2:6][S:7][CH3:8] |f:1.2.3,4.5.6.7.8,9.10.11|. Procedure: The 4-methylsulfanyl-2-(4-nitrophenylamino)butyric acid methyl ester (28) obtained above was reduced with a boiling zinc/ammonium chloride/water/ethanol mixture. The corresponding amine was isolated in dihydrochloride form. Reactants: ClC=1C(=C(C(=CC1F)[N+](=O)[O-])NC(C(F)(F)F)=O)F (3-chloro-2,4-difluoro-6-nitro(trifluoroacetamido)benzene). The solvent is C(=O)([O-])[O-].[K+].[K+].CO.O (K2CO3 methanol water). Product: ClC=1C(=C(N)C(=CC1F)[N+](=O)[O-])F (3-Chloro-2,4-difluoro-6-nitroaniline). The yield is 6.9%. RXN SMILES: [Cl:1][C:2]1[C:3]([F:19])=[C:4]([NH:12]C(=O)C(F)(F)F)[C:5]([N+:9]([O-:11])=[O:10])=[CH:6][C:7]=1[F:8]>C([O-])([O-])=O.[K+].[K+].CO.O>[Cl:1][C:2]1[C:3]([F:19])=[C:4]([C:5]([N+:9]([O-:11])=[O:10])=[CH:6][C:7]=1[F:8])[NH2:12] |f:1.2.3.4.5|. Reported procedure: A solution of 6.35 g (20.8 mmol) of 3-chloro-2,4-difluoro-6-nitro(trifluoroacetamido)benzene in 60 mL of 7% K2CO3 methanol/water (3:2) was stirred at 25° C. for 4 h. The solution was evaporated to remove the methanol. Solid was observed in the residue and it was filtered and washed by water, and dried to leave 301 mg of crystalline yellow solid, mp 96°-97° C. 1H NMR (CDCl3), 6.07 (mb, 2), 7.815 (dd, 1, J=1.92, 9.13). More solid was observed after the mother aqueous solution was allowed to stand ... The reactants are C=CCOCC(C)O, ClCCl, CN(C)c1cccnc1, CN(C)C=O, C(=NC1CCCCC1)=NC1CCCCC1, O=C(O)COc1ccc(Cl)c2cccnc12. The product is C=CCOCC(C)OC(=O)COc1ccc(Cl)c2cccnc12. RXN SMILES: [CH2:17]([CH:18]=[CH2:19])[O:20][CH2:21][CH:22]([OH:23])[CH3:24].[CH2:49]([Cl:50])[Cl:51].[CH3:40][N:41]([c:42]1[cH:43][n:44][cH:45][cH:46][cH:47]1)[CH3:48].[CH3:52][N:53]([CH3:54])[CH:55]=[O:56].[CH:25]1([N:26]=[C:27]=[N:28][CH:29]2[CH2:30][CH2:31][CH2:32][CH2:33][CH2:34]2)[CH2:35][CH2:36][CH2:37][CH2:38][CH2:39]1.[Cl:1][c:2]1[c:3]2[cH:4][cH:5][cH:6][n:7][c:8]2[c:9]([O:12][CH2:13][C:14](=[O:15])[OH:16])[cH:10][cH:11]1>>[Cl:1][c:2]1[c:3]2[cH:4][cH:5][cH:6][n:7][c:8]2[c:9]([O:12][CH2:13][C:14](=[O:15])[O:16][CH:22]([CH2:21][O:20][CH2:17][CH:18]=[CH2:19])[CH3:24])[cH:10][cH:11]1.